From a dataset of the Open Reaction Database (ORD), a public repository of structured organic reaction records. describe an organic reaction: reactants, conditions, products, and yield Starting materials: O=C(CCC(=O)C(Cc1ccccc1)NC(=O)c1ccccc1)NC(Cc1c[nH]c2ccccc12)C(=O)O, COC(=O)C(Cc1ccccc1)NC(=O)CCC(=O)C(Cc1ccccc1)NC(=O)c1ccccc1, [Li+], [OH-]. The product is O=C(CCC(=O)C(Cc1ccccc1)NC(=O)c1ccccc1)NC(Cc1ccccc1)C(=O)O. RXN SMILES: [C:1]([NH:2][CH:3]([CH2:4][c:5]1[cH:6][cH:7][cH:8][cH:9][cH:10]1)[C:11](=[O:12])[CH2:13][CH2:14][C:15]([NH:16][CH:17]([C:18]([OH:19])=[O:20])[CH2:21][c:22]1[c:23]2[c:24]([cH:25][cH:26][cH:27][cH:28]2)[nH:29][cH:30]1)=[O:31])(=[O:32])[c:33]1[cH:34][cH:35][cH:36][cH:37][cH:38]1.[CH3:39][O:40][C:41]([CH:42]([NH:43][C:44]([CH2:45][CH2:46][C:47]([CH:48]([CH2:49][c:50]1[cH:51][cH:52][cH:53][cH:54][cH:55]1)[NH:56][C:57]([c:58]1[cH:59][cH:60][cH:61][cH:62][cH:63]1)=[O:64])=[O:65])=[O:66])[CH2:67][c:68]1[cH:69][cH:70][cH:71][cH:72][cH:73]1)=[O:74].[Li+:76].[OH-:75]>>[O:40]=[C:41]([CH:42]([NH:43][C:44]([CH2:45][CH2:46][C:47]([CH:48]([CH2:49][c:50]1[cH:51][cH:52][cH:53][cH:54][cH:55]1)[NH:56][C:57]([c:58]1[cH:59][cH:60][cH:61][cH:62][cH:63]1)=[O:64])=[O:65])=[O:66])[CH2:67][c:68]1[cH:69][cH:70][cH:71][cH:72][cH:73]1)[OH:74]. Starting materials: CCC1CC1(NC(=O)C1CC(Oc2nccc3cc(OC)ccc23)CN1C(=O)OC(C)(C)C)C(=O)O, CC(C)C1(OS(N)(=O)=O)CC1. Yields the product CCC1CC1(NC(=O)C1CC(Oc2nccc3cc(OC)ccc23)CN1C(=O)OC(C)(C)C)C(=O)NS(=O)(=O)OC1(C(C)C)CC1. Reaction SMILES: [C:1]([CH3:2])([CH3:3])([CH3:4])[O:5][C:6](=[O:7])[N:8]1[CH:9]([C:26]([NH:27][C:28]2([C:33](=[O:34])[OH:35])[CH:29]([CH2:31][CH3:32])[CH2:30]2)=[O:36])[CH2:10][CH:11]([O:13][c:14]2[n:15][cH:16][cH:17][c:18]3[cH:19][c:20]([O:24][CH3:25])[cH:21][cH:22][c:23]23)[CH2:12]1.[CH:37]([CH3:38])([CH3:39])[C:40]1([O:43][S:44]([NH2:45])(=[O:46])=[O:47])[CH2:41][CH2:42]1>>[C:1]([CH3:2])([CH3:3])([CH3:4])[O:5][C:6](=[O:7])[N:8]1[CH:9]([C:26]([NH:27][C:28]2([C:33](=[O:35])[NH:45][S:44]([O:43][C:40]3([CH:37]([CH3:38])[CH3:39])[CH2:41][CH2:42]3)(=[O:46])=[O:47])[CH:29]([CH2:31][CH3:32])[CH2:30]2)=[O:36])[CH2:10][CH:11]([O:13][c:14]2[n:15][cH:16][cH:17][c:18]3[cH:19][c:20]([O:24][CH3:25])[cH:21][cH:22][c:23]23)[CH2:12]1.